This data is from the Open Reaction Database (ORD), a public repository of structured organic reaction records. The task is: describe an organic reaction: reactants, conditions, products, and yield Starting materials: BrC1=CC=C(C=C1)C1(CC1)C(=O)OC(C)(C)C (tert-butyl 1-(4-bromophenyl)cyclopropanecarboxylate), O=C1OCCN1 (2-oxo-1,3-oxazolidine), [C@@H]1([C@@H](CCCC1)N)N ((trans)-cyclohexane-1,2-diamine), C([O-])([O-])=O.[K+].[K+] (potassium carbonate). Reagents/catalysts: [Cu]I (copper(I) iodide). The solvent is C1(=CC=CC=C1)C (toluene), C(C)(=O)OCC (ethyl acetate). Reaction conditions: temperature 100 celsius. The product is O=C1OCCN1C1=CC=C(C=C1)C1(CC1)C(=O)OC(C)(C)C (tert-butyl 1-[4-(2-oxo-1,3-oxazolidin-3-yl)phenyl]cyclopropanecarboxylate). As a reaction SMILES: Br[C:2]1[CH:7]=[CH:6][C:5]([C:8]2([C:11]([O:13][C:14]([CH3:17])([CH3:16])[CH3:15])=[O:12])[CH2:10][CH2:9]2)=[CH:4][CH:3]=1.[O:18]=[C:19]1[NH:23][CH2:22][CH2:21][O:20]1.[C@@H]1(N)CCCC[C@H]1N.C(=O)([O-])[O-].[K+].[K+]>[Cu]I.C(OCC)(=O)C.C1(C)C=CC=CC=1>[O:18]=[C:19]1[N:23]([C:2]2[CH:7]=[CH:6][C:5]([C:8]3([C:11]([O:13][C:14]([CH3:17])([CH3:16])[CH3:15])=[O:12])[CH2:10][CH2:9]3)=[CH:4][CH:3]=2)[CH2:22][CH2:21][O:20]1 |f:3.4.5|. Procedure: A mixture of tert-butyl 1-(4-bromophenyl)cyclopropanecarboxylate (297.2 mg, 1.0 mmol), 2-oxo-1,3-oxazolidine (1.2 mmol), copper(I) iodide (20.0 mg, 0.1 mmol), (trans)-cyclohexane-1,2-diamine (22.8 mg, 0.2 mmol) and potassium carbonate (300.0 mg, 2.17 mmol) was deaerated under vacuum and then charged with nitrogen. To the mixture was added toluene (2.0 mL). The resulting mixture was heated at 100° C. for overnight. Then ethyl acetate (10 mL) was added to the mixture. The resulting mixture was fil... The reactants are O=C(Nc1cc2ccccc2cn1)c1ccccc1NCc1ccnc(Br)c1, O=C([O-])[O-], ClCCl, CN(C)C(N)=O, [Cs+], [Cs+], C1COCCO1. Product: CN(C)C(=O)Nc1cc(CNc2ccccc2C(=O)Nc2cc3ccccc3cn2)ccn1. As a reaction SMILES: [Br:1][c:2]1[n:3][cH:4][cH:5][c:6]([CH2:8][NH:9][c:10]2[c:11]([C:12](=[O:13])[NH:14][c:15]3[n:16][cH:17][c:18]4[cH:19][cH:20][cH:21][cH:22][c:23]4[cH:24]3)[cH:25][cH:26][cH:27][cH:28]2)[cH:7]1.[C:29](=[O:30])([O-:31])[O-:32].[CH2:41]([Cl:42])[Cl:43].[CH3:35][N:36]([C:37](=[O:38])[NH2:39])[CH3:40].[Cs+:33].[Cs+:34].[O:44]1[CH2:45][CH2:46][O:47][CH2:48][CH2:49]1>>[c:2]1([NH:39][C:37]([N:36]([CH3:35])[CH3:40])=[O:38])[n:3][cH:4][cH:5][c:6]([CH2:8][NH:9][c:10]2[c:11]([C:12](=[O:13])[NH:14][c:15]3[n:16][cH:17][c:18]4[cH:19][cH:20][cH:21][cH:22][c:23]4[cH:24]3)[cH:25][cH:26][cH:27][cH:28]2)[cH:7]1.